Dataset: the Open Reaction Database (ORD), a public repository of structured organic reaction records. Task: describe an organic reaction: reactants, conditions, products, and yield Reactants: COC1=CC=C(C=C1)[C@@H]1SC2=C(N(C([C@@H]1O)=O)CCN(C)C)C=CC=C2Cl ((+)-cis-2-(4-methoxyphenyl)-3-hydroxy-5-[2-(dimethylamino)ethyl]-9-chloro-2,3-dihydro-1,5-benzothiazepin-4(5H)-one), C(C)(=O)OC(C)=O (acetic anhydride). Reagents/catalysts: N1=CC=CC=C1 (pyridine). Conditions: temperature 100 celsius, time 4 hour. Yields the product O.Cl.COC1=CC=C(C=C1)[C@@H]1SC2=C(N(C([C@@H]1OC(C)=O)=O)CCN(C)C)C=CC=C2Cl ((+)-cis-2-(4-methoxyphenyl)-3-acetoxy-5-[2-(dimethylamino)ethyl]-9-chloro-2,3-dihydro-1,5-benzothiazepin-4(5H)-one hydrochloride hydrate). Isolated yield 85.9%. Reaction SMILES: [CH3:1][O:2][C:3]1[CH:8]=[CH:7][C:6]([C@H:9]2[C@@H:15]([OH:16])[C:14](=[O:17])[N:13]([CH2:18][CH2:19][N:20]([CH3:22])[CH3:21])[C:12]3[CH:23]=[CH:24][CH:25]=[C:26]([Cl:27])[C:11]=3[S:10]2)=[CH:5][CH:4]=1.[C:28](OC(=O)C)(=[O:30])[CH3:29]>N1C=CC=CC=1>[OH2:2].[ClH:27].[CH3:1][O:2][C:3]1[CH:8]=[CH:7][C:6]([C@H:9]2[C@@H:15]([O:16][C:28](=[O:30])[CH3:29])[C:14](=[O:17])[N:13]([CH2:18][CH2:19][N:20]([CH3:22])[CH3:21])[C:12]3[CH:23]=[CH:24][CH:25]=[C:26]([Cl:27])[C:11]=3[S:10]2)=[CH:5][CH:4]=1 |f:3.4.5|. Procedure: A mixture of 2.84 g of (+)-cis-2-(4-methoxyphenyl)-3-hydroxy-5-[2-(dimethylamino)ethyl]-9-chloro-2,3-dihydro-1,5-benzothiazepin-4(5H)-one, 30 ml of acetic anhydride and 30 drops of pyridine is stirred at 100° C. for 4 hours. After the reaction is completed, the reaction mixture is evaporated under reduced pressure to remove solvent. Toluene is added to the residue, and the mixture is evaporated under reduced pressure to remove solvent. The residue is converted to its hydrochloride and recrystall... Starting materials: FC1=CC=2C3=C(N(C2C=C1)S(=O)(=O)C1=CC=CC=C1)CCNC3=O (8-fluoro-5-(phenylsulfonyl)-2,3,4,5-tetrahydro-1H-pyrido[4,3-b]indol-1-one), IC=1C=NC=CC1C (3-iodo-4-methylpyridine), trans-N,N′-dimethyl-cyclohexyl-1,2-diamine, P(=O)([O-])([O-])[O-].[K+].[K+].[K+] (potassium phosphate). The reagents and catalysts are [Cu](I)I (copper iodide). Run in O1CCOCC1 (1,4-dioxane). Yields the product FC1=CC=2C3=C(N(C2C=C1)S(=O)(=O)C1=CC=CC=C1)CCN(C3=O)C=3C=NC=CC3C (8-fluoro-2-(4-methylpyridin-3-yl)-5-(phenylsulfonyl)-2,3,4,5-tetrahydro-1H-pyrido[4,3-b]indol-1-one). Isolated yield 10.5%. Reaction SMILES: [F:1][C:2]1[CH:10]=[CH:9][C:8]2[N:7]([S:11]([C:14]3[CH:19]=[CH:18][CH:17]=[CH:16][CH:15]=3)(=[O:13])=[O:12])[C:6]3[CH2:20][CH2:21][NH:22][C:23](=[O:24])[C:5]=3[C:4]=2[CH:3]=1.I[C:26]1[CH:27]=[N:28][CH:29]=[CH:30][C:31]=1[CH3:32].P([O-])([O-])([O-])=O.[K+].[K+].[K+]>[Cu](I)I.O1CCOCC1>[F:1][C:2]1[CH:10]=[CH:9][C:8]2[N:7]([S:11]([C:14]3[CH:15]=[CH:16][CH:17]=[CH:18][CH:19]=3)(=[O:13])=[O:12])[C:6]3[CH2:20][CH2:21][N:22]([C:26]4[CH:27]=[N:28][CH:29]=[CH:30][C:31]=4[CH3:32])[C:23](=[O:24])[C:5]=3[C:4]=2[CH:3]=1 |f:2.3.4.5|. Procedure details: Using analogous reaction conditions and work up as described for the preparation of Example 1A, 8-fluoro-5-(phenylsulfonyl)-2,3,4,5-tetrahydro-1H-pyrido[4,3-b]indol-1-one (I-60a: 450 mg, 1.308 mmol) was reacted with 3-iodo-4-methylpyridine (286 mg, 1.308 mmol), 1,4-dioxane (25 mL), copper iodide (25 mg, 0.13 mmol), trans-N,N′-dimethyl-cyclohexyl-1,2-diamine (58.46 mg, 0.392 mmol) and potassium phosphate (693 mg, 3.27 mmol) at 120° C. overnight to afford the crude product. Purification by column ... Reactants: [H-].[Al+3].[Li+].[H-].[H-].[H-] (lithiumaluminum hydride), C1(=CC=CC=C1)C1C(CCCC1)=O (phenylcyclohexanone), C(C)(=O)OCC (ethyl acetate), Cl (hydrochloric acid). Run in O1CCCC1 (tetrahydrofuran), O1CCCC1 (Tetrahydrofuran). Run at time 2 hour. Product: C1(=CC=CC=C1)[C@@H]1CC[C@H](CC1)O (trans-4-phenylcyclohexanol). RXN SMILES: [H-].[Al+3].[Li+].[H-].[H-].[H-].[C:7]1([CH:13]2[CH2:18][CH2:17][CH2:16][CH2:15][C:14]2=O)[CH:12]=[CH:11][CH:10]=[CH:9][CH:8]=1.C(OCC)(=[O:22])C.Cl>O1CCCC1>[C:7]1([C@H:13]2[CH2:18][CH2:17][C@H:16]([OH:22])[CH2:15][CH2:14]2)[CH:12]=[CH:11][CH:10]=[CH:9][CH:8]=1 |f:0.1.2.3.4.5|. Reported procedure: Tetrahydrofuran (200 ml) was dropwise added into a 1 l capacity three-necked flask containing lithiumaluminum hydride (9.9 g, 0.26 mol), at 0° C., followed by sufficiently suspending these materials, dropwise adding a solution of phenylcyclohexanone (91.3 g, 0.52 mol) in tetrahydrofuran (200 ml), agitating the mixture at room temperature for 2 hours, again cooling it down to 0° C., dropwise adding ethyl acetate (20 ml), further adding dilute hydrochloric acid (100 ml), removing insolubles in the...